This data is from the Open Reaction Database (ORD), a public repository of structured organic reaction records. The task is: describe an organic reaction: reactants, conditions, products, and yield Reactants: S1C(=CC2=C1C=CC=C2)/C=C/C(=O)N=[N+]=[N-] ((2E)-3-(1-benzothien-2-yl)acryloyl azide), C1(=CC=CC=C1)OC1=CC=CC=C1 (diphenyl ether), N(CCCC)(CCCC)CCCC (Bu3N). The solvent is CCCCCC (Hexane). Conditions: temperature 45 celsius, time 30 minute. The product is C1(NC=CC2=C1C1=C(S2)C=CC=C1)=O ([1]Benzothieno[3,2-c]pyridin-1(2H)-one). RXN SMILES: [S:1]1[C:5]2[CH:6]=[CH:7][CH:8]=[CH:9][C:4]=2[CH:3]=[C:2]1/[CH:10]=[CH:11]/C(N=[N+]=[N-])=O.C1([O:23][C:24]2C=CC=CC=2)C=CC=CC=1.[N:30](CCCC)(CCCC)CCCC>CCCCCC>[C:24]1(=[O:23])[C:3]2[C:4]3[CH:9]=[CH:8][CH:7]=[CH:6][C:5]=3[S:1][C:2]=2[CH:10]=[CH:11][NH:30]1. Reported procedure: A suspension of (2E)-3-(1-benzothien-2-yl)acryloyl azide in diphenyl ether (9.2 equiv) and Bu3N (1.1 equiv) was heated to reflux for 1 h. A solution resulted. The mixture was cooled to 40-50° C. Hexane was added; the mixture was stirred for 30 min, filtered, and washed with hexanes to give the title compound as a yellow solid. The reactants are C(C1=CC=CC=C1)NCC (N-benzylethanamine), C(C)(C)NC(C)C (diisopropylamine), [I-].C[N+]1=CN(C=C1)C(=O)\N=C\1/SC(=CN1C1=CC=C(C=C1)C(F)(F)F)C (3-methyl-1-({[(2Z)-5-methyl-3-[4-(trifluoromethyl)phenyl]-1,3-thiazol-2(3H)-ylidene]amino}carbonyl)-1H-imidazol-3-ium iodide). Run in C(C)#N (acetonitrile), C(C)#N (acetonitrile), C(C)#N (acetonitrile). Reaction conditions: time 8 hour. The product is C(C1=CC=CC=C1)N(C(=O)\N=C\1/SC(=CN1C1=CC=C(C=C1)C(F)(F)F)C)CC (N-benzyl-N-ethyl-N′-[(2Z)-5-methyl-3-[4-(trifluoromethyl)phenyl]-1,3-thiazol-2(3H)-ylidene]urea). As a reaction SMILES: [I-].C[N+]1C=CN([C:8](/[N:10]=[C:11]2\[S:12][C:13]([CH3:26])=[CH:14][N:15]\2[C:16]2[CH:21]=[CH:20][C:19]([C:22]([F:25])([F:24])[F:23])=[CH:18][CH:17]=2)=[O:9])C=1.C(NC(C)C)(C)C.[CH2:34]([NH:41][CH2:42][CH3:43])[C:35]1[CH:40]=[CH:39][CH:38]=[CH:37][CH:36]=1>C(#N)C>[CH2:34]([N:41]([CH2:42][CH3:43])[C:8](/[N:10]=[C:11]1\[S:12][C:13]([CH3:26])=[CH:14][N:15]\1[C:16]1[CH:17]=[CH:18][C:19]([C:22]([F:25])([F:23])[F:24])=[CH:20][CH:21]=1)=[O:9])[C:35]1[CH:40]=[CH:39][CH:38]=[CH:37][CH:36]=1 |f:0.1|. Procedure details: In a 20 mL vial, a solution of 3-methyl-1-({[(2Z)-5-methyl-3-[4-(trifluoromethyl)phenyl]-1,3-thiazol-2(3H)-ylidene]amino}carbonyl)-1H-imidazol-3-ium iodide (45 mg, 0.09 mmol, Example 18B) dissolved in acetonitrile (0.6 mL) was added followed by the addition of diisopropylamine (21 μL, 0.12 mmol) dissolved in acetonitrile (0.6 mL). Then to the solution was added N-benzylethanamine (14 mg, 0.1 mmol) dissolved in acetonitrile (0.5 mL). The vial was capped and shaken overnight at room temperature. T... The reactants are C(C1=CC=CC=C1)N1C(CC(C1)N(CC1=C(C=C(C=C1)F)F)C(=O)OC(C)(C)C)C(=O)O (1-benzyl-4-[tert-butoxycarbonyl-(2,4-difluoro-benzyl)-amino]-pyrrolidine-2-carboxylic acid), C(C)(C)N1CCNCC1 (1-isopropyl-piperazine). Product: C(C1=CC=CC=C1)N1[C@@H](C[C@@H](C1)NCC1=C(C=C(C=C1)F)F)C(=O)N1CCN(CC1)C(C)C ([(2S,4S)-1-Benzyl-4-(2,4-difluoro-benzylamino)-pyrrolidin-2-yl]-(4-isopropyl-piperazin-1-yl)-methanone). Yield: 9.3%. RXN SMILES: [CH2:1]([N:8]1[CH2:12][CH:11]([N:13](C(OC(C)(C)C)=O)[CH2:14][C:15]2[CH:20]=[CH:19][C:18]([F:21])=[CH:17][C:16]=2[F:22])[CH2:10][CH:9]1[C:30](O)=[O:31])[C:2]1[CH:7]=[CH:6][CH:5]=[CH:4][CH:3]=1.[CH:33]([N:36]1[CH2:41][CH2:40][NH:39][CH2:38][CH2:37]1)([CH3:35])[CH3:34]>>[CH2:1]([N:8]1[CH2:12][C@@H:11]([NH:13][CH2:14][C:15]2[CH:20]=[CH:19][C:18]([F:21])=[CH:17][C:16]=2[F:22])[CH2:10][C@H:9]1[C:30]([N:39]1[CH2:40][CH2:41][N:36]([CH:33]([CH3:35])[CH3:34])[CH2:37][CH2:38]1)=[O:31])[C:2]1[CH:7]=[CH:6][CH:5]=[CH:4][CH:3]=1. Reported procedure: As described for Example 1f, 1-benzyl-4-[tert-butoxycarbonyl-(2,4-difluoro-benzyl)-amino]-pyrrolidine-2-carboxylic acid (60.0 mg, 0.134 mmol) was converted, using 1-isopropyl-piperazine instead of 2-piperazin-1-yl-benzonitrile, to the title compound (6.2 mg, 9.3%) as light yellow oil. MS m/e=457.4 [M+H]+. The reactants are C(C)(C)(C)[Si](C)(C)OC1=C(C=CC(=C1)OCC)F (tert-butyl-(5-ethoxy-2-fluoro-phenoxy)-dimethyl-silane), C(CCC)[Li] (n-butyllithium), CN(C)C=O (DMF), CN(CCN(CCN(C)C)C)C (pentamethyl diethylentriamine). Solvent: hexanes, C1CCOC1 (THF). Run at temperature -78 celsius, time 5 hour. Yields the product C(C)(C)(C)[Si](OC=1C(=C(C=O)C=C(C1)OCC)F)(C)C (3-(tert-butyl-dimethyl-silanyloxy)-5-ethoxy-2-fluoro-benzaldehyde). As a reaction SMILES: [C:1]([Si:5]([O:8][C:9]1[CH:14]=[C:13]([O:15][CH2:16][CH3:17])[CH:12]=[CH:11][C:10]=1[F:18])([CH3:7])[CH3:6])([CH3:4])([CH3:3])[CH3:2].CN(C)CCN(C)CCN(C)C.C([Li])CCC.CN([CH:39]=[O:40])C>C1COCC1>[C:1]([Si:5]([CH3:7])([CH3:6])[O:8][C:9]1[C:10]([F:18])=[C:11]([CH:12]=[C:13]([O:15][CH2:16][CH3:17])[CH:14]=1)[CH:39]=[O:40])([CH3:4])([CH3:3])[CH3:2]. Procedure details: A solution of tert-butyl-(5-ethoxy-2-fluoro-phenoxy)-dimethyl-silane described in example 1.2 in 160 ml THF was treated with 66.9 ml pentamethyl diethylentriamine and cooled to −78° C. 200 ml of 1.6 M n-butyllithium solution in hexanes were added dropwise. The light brown, viscous suspension was stirred at −50° C. to −60° C. for 5 hrs, then treated with 24.7 ml DMF within 20 min. The clear yellow solution was warmed up to r.t. overnight. The reaction was quenched with ice and extracted with EtOA... Reactants: C1CCOC1, CC1(C)OCC(CCn2ccc3ccccc32)O1, [Na+], O=C([O-])O. Yields the product OCC(O)CCn1ccc2ccccc21. Reaction SMILES: [CH2:24]1[O:25][CH2:26][CH2:27][CH2:28]1.[CH3:1][C:2]1([CH3:18])[O:3][CH2:4][CH:5]([CH2:7][CH2:8][n:9]2[cH:10][cH:11][c:12]3[cH:13][cH:14][cH:15][cH:16][c:17]23)[O:6]1.[Na+:23].[O-:19][C:20]([OH:21])=[O:22]>>[OH:3][CH2:4][CH:5]([OH:6])[CH2:7][CH2:8][n:9]1[cH:10][cH:11][c:12]2[cH:13][cH:14][cH:15][cH:16][c:17]12.